This data is from the Open Reaction Database (ORD), a public repository of structured organic reaction records. The task is: describe an organic reaction: reactants, conditions, products, and yield Starting materials: CS(C)=O, O=CC1CCN(C(=O)OCc2ccccc2)CC1, [H-], [Na+]. The product is O=C(OCc1ccccc1)N1CCC(C2CO2)CC1. Reaction SMILES: [CH3:21][S:22]([CH3:23])=[O:24].[CH:3](=[O:4])[CH:5]1[CH2:6][CH2:7][N:8]([C:11](=[O:12])[O:13][CH2:14][c:15]2[cH:16][cH:17][cH:18][cH:19][cH:20]2)[CH2:9][CH2:10]1.[H-:2].[Na+:1]>>[CH:3]1([CH:5]2[CH2:6][CH2:7][N:8]([C:11](=[O:12])[O:13][CH2:14][c:15]3[cH:16][cH:17][cH:18][cH:19][cH:20]3)[CH2:9][CH2:10]2)[O:4][CH2:21]1. Reagents/catalysts: C(C)(=O)[O-].[Cu+2].C(C)(=O)[O-] (copper(II) acetate), C(C)(=O)[O-].[Cu+2].C(C)(=O)[O-] (copper(II) acetate). Run at temperature 70 celsius. Reported procedure: To a suspension of methyl 6-chloro-3-methyl-1H-pyrazolo[3,4-b]pyridine-4-carboxylate (510 mg, 2.260 mmol), cyclopropylboronic acid (388 mg, 4.52 mmol), sodium carbonate (479 mg, 4.52 mmol) in 1,2-Dichloroethane (DCE) (150 mL) was added a suspension of copper(II) acetate (411 mg, 2.260 mmol), 2,2′-bipyridine (353 mg, 2.260 mmol) in hot 1,2-dichloroethane. The contents were heated at 70° C. for 16 hours. Added cyclopropylboronic acid (388 mg, 4.52 mmol), sodium carbonate (479 mg, 4.52 mmol) follow... As a reaction SMILES: [Cl:1][C:2]1[CH:3]=[C:4]([C:12]([O:14][CH3:15])=[O:13])[C:5]2[C:10]([CH3:11])=[N:9][NH:8][C:6]=2[N:7]=1.[CH:16]1(B(O)O)[CH2:18][CH2:17]1.C(=O)([O-])[O-].[Na+].[Na+].N1C=CC=CC=1C1C=CC=CN=1.[NH4+].[Cl-]>ClCCCl.C([O-])(=O)C.[Cu+2].C([O-])(=O)C>[Cl:1][C:2]1[CH:3]=[C:4]([C:12]([O:14][CH3:15])=[O:13])[C:5]2[C:10]([CH3:11])=[N:9][N:8]([CH:16]3[CH2:18][CH2:17]3)[C:6]=2[N:7]=1 |f:2.3.4,6.7,9.10.11|. Starting materials: C1(CC1)B(O)O (cyclopropylboronic acid), ClC=1C=C(C2=C(N1)NN=C2C)C(=O)OC (methyl 6-chloro-3-methyl-1H-pyrazolo[3,4-b]pyridine-4-carboxylate), C1(CC1)B(O)O (cyclopropylboronic acid), C([O-])([O-])=O.[Na+].[Na+] (sodium carbonate), N1=C(C=CC=C1)C1=NC=CC=C1 (2,2′-bipyridine), [NH4+].[Cl-] (NH4Cl), N1=C(C=CC=C1)C1=NC=CC=C1 (2,2′-bipyridine), C([O-])([O-])=O.[Na+].[Na+] (sodium carbonate). Solvent: ClCCCl (1,2-Dichloroethane), ClCCCl (1,2-dichloroethane), ClCCCl (1,2-dichloroethane). Yields the product ClC=1C=C(C2=C(N1)N(N=C2C)C2CC2)C(=O)OC (Methyl 6-chloro-1-cyclopropyl-3-methyl-1H-pyrazolo[3,4-b]pyridine-4-carboxylate). The reactants are C(#N)C[C@@H]1C[C@@H](OC(O1)(C)C)CC(=O)O ((±)-cis-6-(cyanomethyl)-2,2-dimethyl-1,3-dioxane-4-acetic acid), CCCCCCC=CCCC (undec-7-ene), IC(C)C (2-iodopropane). Run in C(C)#N (acetonitrile), C(C)OCC (diethyl ether). Conditions: time 8 hour. Product: C(#N)C[C@@H]1C[C@@H](OC(O1)(C)C)CC(=O)OC(C)C ((±)-cis-1-methylethyl 6-(cyanomethyl)-2,2-dimethyl-1,3-dioxane4-acetate). Reaction SMILES: [C:1]([CH2:3][C@H:4]1[O:9][C:8]([CH3:11])([CH3:10])[O:7][C@@H:6]([CH2:12][C:13]([OH:15])=[O:14])[CH2:5]1)#[N:2].[CH3:16][CH2:17][CH2:18]CCCC=CCCC.IC(C)C>C(#N)C.C(OCC)C>[C:1]([CH2:3][C@H:4]1[O:9][C:8]([CH3:11])([CH3:10])[O:7][C@@H:6]([CH2:12][C:13]([O:15][CH:17]([CH3:18])[CH3:16])=[O:14])[CH2:5]1)#[N:2]. Reported procedure: To a solution of (±)-cis-6-(cyanomethyl)-2,2-dimethyl-1,3-dioxane-4-acetic acid, 0.6 g (3 mmol), in acetonitrile, 2 mL, is added 1,8-diazabicyclo5.4.0]-undec-7-ene (DBU), 0.45 mL (3 mmol), and 2-iodopropane, 0.33 mL (3.3 mmol). The solution is stirred overnight at room temperature, diluted with diethyl ether, washed with brine, and dried (magnesium sulfate). Flash chromatography provides 0.55 g of (±)-cis-1-methylethyl 6-(cyanomethyl)-2,2-dimethyl-1,3-dioxane4-acetate. Starting materials: O=[N+]([O-])c1oc2ccc(CBr)cc2c1-c1ccccc1, CC(C)=O, CCO, N#C[Na], O. Yields the product N#CCc1ccc2oc([N+](=O)[O-])c(-c3ccccc3)c2c1. Reaction SMILES: [Br:1][CH2:2][c:3]1[cH:4][cH:5][c:6]2[c:7]([c:8](-[c:14]3[cH:15][cH:16][cH:17][cH:18][cH:19]3)[c:9]([N+:11](=[O:12])[O-:13])[o:10]2)[cH:20]1.[CH3:21][C:22](=[O:23])[CH3:24].[CH3:25][CH2:26][OH:27].[Na:28][C:29]#[N:30].[OH2:31]>>[CH2:2]([c:3]1[cH:4][cH:5][c:6]2[c:7]([c:8](-[c:14]3[cH:15][cH:16][cH:17][cH:18][cH:19]3)[c:9]([N+:11](=[O:12])[O-:13])[o:10]2)[cH:20]1)[C:29]#[N:30].